From a dataset of the Open Reaction Database (ORD), a public repository of structured organic reaction records. describe an organic reaction: reactants, conditions, products, and yield Starting materials: O=C(CSc1ccc(F)cc1)N(CCCCBr)OC(c1ccccc1)(c1ccccc1)c1ccccc1, ClCCl, O, O=C(OO)c1cccc(Cl)c1. The product is O=C(CS(=O)(=O)c1ccc(F)cc1)N(CCCCBr)OC(c1ccccc1)(c1ccccc1)c1ccccc1. As a reaction SMILES: [Br:1][CH2:2][CH2:3][CH2:4][CH2:5][N:6]([C:7]([CH2:8][S:9][c:10]1[cH:11][cH:12][c:13]([F:16])[cH:14][cH:15]1)=[O:17])[O:18][C:19]([c:20]1[cH:21][cH:22][cH:23][cH:24][cH:25]1)([c:26]1[cH:27][cH:28][cH:29][cH:30][cH:31]1)[c:32]1[cH:33][cH:34][cH:35][cH:36][cH:37]1.[Cl:50][CH2:51][Cl:52].[OH2:49].[OH:38][O:39][C:40]([c:41]1[cH:42][c:43]([Cl:44])[cH:45][cH:46][cH:47]1)=[O:48]>>[Br:1][CH2:2][CH2:3][CH2:4][CH2:5][N:6]([C:7]([CH2:8][S:9]([c:10]1[cH:11][cH:12][c:13]([F:16])[cH:14][cH:15]1)(=[O:38])=[O:49])=[O:17])[O:18][C:19]([c:20]1[cH:21][cH:22][cH:23][cH:24][cH:25]1)([c:26]1[cH:27][cH:28][cH:29][cH:30][cH:31]1)[c:32]1[cH:33][cH:34][cH:35][cH:36][cH:37]1. Reactants: CCOC(=O)n1ccnc1, CC#N, CCOC(=O)COc1ccc(CCl)cc1, [I-], [Na+]. Product: CCOC(=O)COc1ccc(Cn2cc[n+](C(=O)OCC)c2)cc1, [I-]. Reaction SMILES: [CH2:1]([CH3:2])[O:3][C:4](=[O:5])[n:6]1[cH:7][n:8][cH:9][cH:10]1.[CH3:28][C:29]#[N:30].[Cl:11][CH2:12][c:13]1[cH:14][cH:15][c:16]([O:17][CH2:18][C:19](=[O:20])[O:21][CH2:22][CH3:23])[cH:24][cH:25]1.[I-:27].[Na+:26]>>[CH2:1]([CH3:2])[O:3][C:4](=[O:5])[n+:6]1[cH:7][n:8]([CH2:12][c:13]2[cH:14][cH:15][c:16]([O:17][CH2:18][C:19](=[O:20])[O:21][CH2:22][CH3:23])[cH:24][cH:25]2)[cH:9][cH:10]1.[I-:27]. Yields the product N1=CC=C(C=C1)CCC(=O)O (3-(4-pyridyl)-propionic acid). The solvent is C1CCOC1 (THF). As a reaction SMILES: [N:1]1[CH:6]=[CH:5][C:4]([CH:7]=[CH:8][C:9]([OH:11])=[O:10])=[CH:3][CH:2]=1.C(O)C>C1COCC1>[N:1]1[CH:6]=[CH:5][C:4]([CH2:7][CH2:8][C:9]([OH:11])=[O:10])=[CH:3][CH:2]=1. Yield: 43.0%. Reactants: N1=CC=C(C=C1)C=CC(=O)O (3-(4-pyridyl)-acrylic acid), C(C)O (ethanol), Pd(0). Reported procedure: To a solution of 3-(4-pyridyl)-acrylic acid (25.0 g, 168 mmol) in 1:1 ethanol:THF (250 mL) was added 10% Pd(0)/C (2.50 g). The reaction vessel was placed under 110 psi of H2 until 1.0 equivalent of H2 had been consumed as indicated by a pressure drop in the reaction vessel. The mixture was then diluted with 1 L of hot methanol and filtered through celite, rinsing with hot methanol. The liquid obtained was concentrated in vacuo, affording 11.0 g (43% of 3-(4-pyridyl)-propionic acid. This material... The solvent is FC(C(=O)O)(F)F (trifluoroacetic acid). Isolated yield 98.4%. Run at temperature 0 celsius, time 30 minute. Reactants: solution, FC1=CC=C(CCN2CCC(CC2)N2C=CC3=CC=C(C=C23)OC)C=C1 (1-[1-(4-fluorophenethyl)piperidin-4-yl]-6-methoxyindole), O (water). RXN SMILES: FC1C=CC(CCN2CCC([N:14]3[C:22]4[C:17](=[CH:18][CH:19]=[C:20]([O:23][CH3:24])[CH:21]=4)[CH:16]=[CH:15]3)CC2)=CC=1.O>FC(F)(F)C(O)=O>[CH3:24][O:23][C:20]1[CH:21]=[C:22]2[C:17]([CH2:16][CH2:15][NH:14]2)=[CH:18][CH:19]=1. The product is COC1=CC=C2CCNC2=C1 (6-methoxyindoline). Reported procedure: A 1 M solution (0.18 ml) of a borane/tetrahydrofuran complex was added dropwise at 0° C. into a solution of 1-[1-(4-fluorophenethyl)piperidin-4-yl]-6-methoxyindole (24 mg) in trifluoroacetic acid (1 ml) over 2 min followed by stirring at 0° C. for 30 min. Af ter the completion of the reaction, water (0.1 ml) was added thereto and the resulting reaction solution was concentrated under reduced pressure. The resulting residue was dissolved in a 2 N aqueous solution of sodium hydroxide and stirred a... The reactants are C(C)N(C(C1=C(C(=CC=C1C=O)F)[Si](C)(C)C)=O)CC (N,N-Diethyl-3-fluoro-6-formyl-2-(trimethylsilyl)benzamide), [BH4-].[Na+] (sodium borohydride). Solvent: C(C)O (ethanol). Product: C(C)N(C(C1=C(C(=CC=C1CO)F)[Si](C)(C)C)=O)CC (N,N-Diethyl-3-fluoro-6-(hydroxymethyl)-2-(trimethylsilyl)benzamide). The yield is 82.0%. Reaction SMILES: [CH2:1]([N:3]([CH2:19][CH3:20])[C:4](=[O:18])[C:5]1[C:10]([CH:11]=[O:12])=[CH:9][CH:8]=[C:7]([F:13])[C:6]=1[Si:14]([CH3:17])([CH3:16])[CH3:15])[CH3:2].[BH4-].[Na+]>C(O)C>[CH2:19]([N:3]([CH2:1][CH3:2])[C:4](=[O:18])[C:5]1[C:10]([CH2:11][OH:12])=[CH:9][CH:8]=[C:7]([F:13])[C:6]=1[Si:14]([CH3:16])([CH3:15])[CH3:17])[CH3:20] |f:1.2|. Procedure: The compound of Example 41 (1.2 g, 4.1 mmol) and sodium borohydride (200 mg, 5.3 mmol) in ethanol (20 mL) were stirred at ambient temperature for 2 h. The solution was concentrated and partitioned between ether and 10% citric acid. The ether layer was washed with water and then brine, dried (MgSO4), concentrated, and recrystallized from cold hexanes to afford 1.0 g of the title compound, an 82% yield. m.p. 107°-108° C.